This data is from the Open Reaction Database (ORD), a public repository of structured organic reaction records. The task is: describe an organic reaction: reactants, conditions, products, and yield The reactants are OCCCCCC(=O)[O-].[K+] (potassium 6-hydroxycaproate), BrC1=CC=C(C(CBr)=O)C=C1 (p-bromophenacyl bromide), C1CCC2C(C1)OCCOCCOC3CCCCC3OCCOCCO2 (dicyclohexyl-18 -crown-6). The solvent is C(C)#N (acetonitrile). Run at time 1 hour. Product: OCCCCCC(=O)OCC(=O)C1=CC=C(C=C1)Br (p-Bromophenacyl 6-hydroxycaproate). RXN SMILES: [OH:1][CH2:2][CH2:3][CH2:4][CH2:5][CH2:6][C:7]([O-:9])=[O:8].[K+].[Br:11][C:12]1[CH:21]=[CH:20][C:15]([C:16](=[O:19])[CH2:17]Br)=[CH:14][CH:13]=1.C1CC2OCCOCCOC3C(OCCOCCOC2CC1)CCCC3>C(#N)C>[OH:1][CH2:2][CH2:3][CH2:4][CH2:5][CH2:6][C:7]([O:9][CH2:17][C:16]([C:15]1[CH:20]=[CH:21][C:12]([Br:11])=[CH:13][CH:14]=1)=[O:19])=[O:8] |f:0.1|. Procedure details: A mixture of 8.5 g. (50 mmoles) of potassium 6-hydroxycaproate, 13.9 g. (50 mmoles) of p-bromophenacyl bromide, 0.75 g. (2 mmoles) of dicyclohexyl-18 -crown-6 in 500 ml. of acetonitrile is refluxed with stirring for 1 hour and stirred at room temperature overnight. The mixture is filtered and the filtrate evaporated to dryness in vacuo. The residual solid is recrystallized from benzene-hexane mixture affording 14.1 g. of p-bromophenacyl 6-hydroxycarproate, m.p. 79°-81° C. Starting materials: ClC=1C=C(C(=O)NC=2SC3=C(N2)C(=CC=C3N3CCOCC3)OC)C=CN1 (2-chloro-N-(4-methoxy-7-morpholin-4-yl-benzothiazol-2-yl)-isonicotinamide), [H-].[Na+] (sodium hydride), OCC1=NC=CC=C1 (2-hydroxymethylpyridine). Solvent: O1CCOCC1 (dioxane). The product is COC1=CC=C(C2=C1N=C(S2)NC(C2=CC(=NC=C2)OCC2=NC=CC=C2)=O)N2CCOCC2 (N-(4-Methoxy-7-morpholin-4-yl-benzothiazol-2-yl)-2-(pyridin-2-ylmethoxy)-isonicotinamide). As a reaction SMILES: Cl[C:2]1[CH:3]=[C:4]([CH:25]=[CH:26][N:27]=1)[C:5]([NH:7][C:8]1[S:9][C:10]2[C:16]([N:17]3[CH2:22][CH2:21][O:20][CH2:19][CH2:18]3)=[CH:15][CH:14]=[C:13]([O:23][CH3:24])[C:11]=2[N:12]=1)=[O:6].[H-].[Na+].[OH:30][CH2:31][C:32]1[CH:37]=[CH:36][CH:35]=[CH:34][N:33]=1>O1CCOCC1>[CH3:24][O:23][C:13]1[C:11]2[N:12]=[C:8]([NH:7][C:5](=[O:6])[C:4]3[CH:25]=[CH:26][N:27]=[C:2]([O:30][CH2:31][C:32]4[CH:37]=[CH:36][CH:35]=[CH:34][N:33]=4)[CH:3]=3)[S:9][C:10]=2[C:16]([N:17]2[CH2:22][CH2:21][O:20][CH2:19][CH2:18]2)=[CH:15][CH:14]=1 |f:1.2|. Procedure details: From 2-chloro-N-(4-methoxy-7-morpholin-4-yl-benzothiazol-2-yl)-isonicotinamide with sodium hydride and 2-hydroxymethylpyridine in dioxane. ES-MS m/e (%): 500 (M+Na+, 23), 478 (M+H+, 100). Reaction conditions: temperature 90 celsius, time 3 hour. Reaction SMILES: [CH:1]([N:3]([CH2:6][CH2:7][C:8]([O:10]CC)=O)[CH:4]=[O:5])=[CH2:2].[CH2:13]([NH2:16])[CH2:14][NH2:15].[CH3:17][O-:18].[Na+]>CO>[CH:1]([N:3]([CH2:6][CH2:7][C:8]([NH:15][CH2:14][CH2:13][NH:16][C:8](=[O:10])[CH2:7][CH2:6][N:3]([CH:1]=[CH2:2])[CH:4]=[O:5])=[O:10])[CH:17]=[O:18])=[CH2:2] |f:2.3|. Procedure: The apparatus of Example 2 was charged with 17.1 grams (0.1 mole) of ethyl 3-(N-vinylformamido)propionate, 3.0 grams (0.05 mole) of ethylenediamine and 0.12 gram of 25% sodium methoxide in methanol solution. The mixture was stirred at 90° C. for 3 hours, after which the ethanol coproduct was removed by distillation at reduced pressure. The mixture was then allowed to cool to room temperature yielding the crude product as a yellow solid. NMR analysis of the reaction mixture indicated nearly compl... Product: C(=C)N(C=O)CCC(=O)NCCNC(CCN(C=O)C=C)=O (1,2-di-[3-(N-vinylformamido)propionamido]ethane). Reactants: C(CN)N (ethylenediamine), C(=C)N(C=O)CCC(=O)OCC (ethyl 3-(N-vinylformamido)propionate), C(CN)N (ethylenediamine), C[O-].[Na+] (sodium methoxide). The solvent is CO (methanol). Reactants: [N+](=O)([O-])C1=C(N)C=CC(=C1)SC#N (2-nitro-4-thiocyanoaniline), [BH4-].[Na+] (sodium borohydride), [OH-].[K+] (KOH), ClC1(C(C1)(C)CCl)Cl (1,1-dichloro-2-chloromethyl-2-methylcyclopropane). Run in C(C)O (ethanol), C(C)O (ethanol), C(C)O (ethanol), C(Cl)(Cl)Cl (CHCl3), O (H2O). Run at time 3 hour. Yields the product [N+](=O)([O-])C1=C(N)C=CC(=C1)SCC1(C(C1)(Cl)Cl)C (2-nitro-4-[(2,2-dichloro-1-methylcyclopropyl)methyl]thioaniline). The yield is 62.5%. RXN SMILES: [N+:1]([C:4]1[CH:10]=[C:9]([S:11][C:12]#N)[CH:8]=[CH:7][C:5]=1[NH2:6])([O-:3])=[O:2].[BH4-].[Na+].[OH-].[K+].[Cl:18][C:19]1([Cl:25])[CH2:21][C:20]1(CCl)[CH3:22]>C(O)C.C(Cl)(Cl)Cl.O>[N+:1]([C:4]1[CH:10]=[C:9]([S:11][CH2:12][C:20]2([CH3:22])[CH2:21][C:19]2([Cl:25])[Cl:18])[CH:8]=[CH:7][C:5]=1[NH2:6])([O-:3])=[O:2] |f:1.2,3.4|. Procedure details: To a stirred mixture 9.75 g (0.05 mole) of 2-nitro-4-thiocyanoaniline in 500 ml of absolute ethanol under N2, there is added 2.1 g of sodium borohydride in portions. The mixture is stirred at room temperature for 3 hours. 3.25 g (0.05 mole) of KOH in 30 ml of absolute ethanol is added. The mixture is stirred for 1 minute. A solution of 8.7 g (0.05 mole) of 1,1-dichloro-2-chloromethyl-2-methylcyclopropane in 15 ml of absolute ethanol is added and the mixture is refluxed for 3 hours. Equal amounts... The reactants are CC1(C=2C=CC(=CC2C(CC1)(C)C)C=CC(=O)NC1=CC=C(C(=O)OC)C=C1)C (methyl 4-[3-(5,6,7,8-tetrahydro-5,5,8,8-tetramethyl-2-naphthyl) acryloylamino]benzoate), IC (iodomethane), O (water), [H-].[Na+] (sodium hydride), Example 2 ( a ). Solvent: CN(C)C=O (DMF), CN(C)C=O (DMF). Product: CN(C1=CC=C(C(=O)OC)C=C1)C(C=CC1=CC=2C(CCC(C2C=C1)(C)C)(C)C)=O (Methyl 4-[N-methyl-3-(5,6,7,8-tetrahydro-5,5,8,8-tetramethyl-2-naphthyl) acryloylamino]benzoate). As a reaction SMILES: [H-].[Na+].[CH3:3][C:4]1([CH3:31])[CH2:13][CH2:12][C:11]([CH3:15])([CH3:14])[C:10]2[CH:9]=[C:8]([CH:16]=[CH:17][C:18]([NH:20][C:21]3[CH:30]=[CH:29][C:24]([C:25]([O:27][CH3:28])=[O:26])=[CH:23][CH:22]=3)=[O:19])[CH:7]=[CH:6][C:5]1=2.I[CH3:33].O>CN(C=O)C>[CH3:33][N:20]([C:18](=[O:19])[CH:17]=[CH:16][C:8]1[CH:7]=[CH:6][C:5]2[C:4]([CH3:31])([CH3:3])[CH2:13][CH2:12][C:11]([CH3:14])([CH3:15])[C:10]=2[CH:9]=1)[C:21]1[CH:22]=[CH:23][C:24]([C:25]([O:27][CH3:28])=[O:26])=[CH:29][CH:30]=1 |f:0.1|. Procedure: 300 mg (10 mmol) of sodium hydride (80% in oil) and 30 ml of DMF are introduced into a three-necked flask under a stream of nitrogen. A solution of 1.8 g (4.8 mmol) of methyl 4-[3-(5,6,7,8-tetrahydro-5,5,8,8-tetramethyl-2-naphthyl) acryloylamino]benzoate (prepared in Example 2 (a)) in 50 ml of DMF is added dropwise and the mixture is stirred until the evolution of gas has ceased. 750 μl (12 mmol) of iodomethane are then added and the mixture is stirred at room temperature for four hours. The rea... Reactants: C=1(C(=CC=CC1)C(=O)O)OC (anisole carboxylic acid), COC=1C=C(C=CC1)C1(CCCCC1)C1C(OC(OC1=O)(C)C)=O (5-(1-(3-Methoxyphenyl)cyclohexyl)-2,2-dimethyl-1,3-dioxane-4,6-dione), [OH-].[Na+] (NaOH), C(CCCCCCCCCCC)S (dodecane-1-thiol). Run in CN1C(CCC1)=O (N-methylpyrrolidone), O (water), CN1C(CCC1)=O (N-methylpyrrolidinone), O (water). Conditions: temperature 120 celsius, time 2.5 day. Yields the product OC=1C=C(C=CC1)C1(CCCCC1)CC(=O)O (2-(1-(3-Hydroxyphenyl)cyclohexyl)acetic acid). Yield: 145.6%. As a reaction SMILES: C[O:2][C:3]1[CH:4]=[C:5]([C:9]2([CH:15]3C(=O)OC(C)(C)[O:17][C:16]3=[O:24])[CH2:14][CH2:13][CH2:12][CH2:11][CH2:10]2)[CH:6]=[CH:7][CH:8]=1.C1(OC)C(C(O)=O)=CC=CC=1.[OH-].[Na+].C(S)CCCCCCCCCCC>CN1CCCC1=O.O>[OH:2][C:3]1[CH:4]=[C:5]([C:9]2([CH2:15][C:16]([OH:24])=[O:17])[CH2:14][CH2:13][CH2:12][CH2:11][CH2:10]2)[CH:6]=[CH:7][CH:8]=1 |f:2.3|. Reported procedure: 5-(1-(3-Methoxyphenyl)cyclohexyl)-2,2-dimethyl-1,3-dioxane-4,6-dione (105.B) (985 mg, 2.96 mmol) was dissolved in N-methylpyrrolidinone (6.0 mL) and water (53.4 μL, 2.96 mmol) was added. The solution was heated at 120° C. for three hours and LCMS indicated conversion to the anisole carboxylic acid intermediate. The reaction was cooled and NaOH (530 mg, 13.3 mmol) and commercially available dodecane-1-thiol (2.47 mL, 10.4 mmol) were added and the mixture was reheated to 120° C. and stirred for 2.... Reactants: Nc1ccc(Br)cc1C(=O)O, C1CCOC1, CCOC(C)=O, [Cl-], [Li]C, [NH4+]. The product is CC(=O)c1cc(Br)ccc1N. Reaction SMILES: [Br:1][c:2]1[cH:3][cH:4][c:5]([NH2:11])[c:6]([C:7](=[O:8])[OH:9])[cH:10]1.[CH2:22]1[O:23][CH2:24][CH2:25][CH2:26]1.[CH3:16][CH2:17][O:18][C:19](=[O:20])[CH3:21].[Cl-:14].[Li:12][CH3:13].[NH4+:15]>>[Br:1][c:2]1[cH:3][cH:4][c:5]([NH2:11])[c:6]([C:7](=[O:9])[CH3:16])[cH:10]1.